Dataset: the Open Reaction Database (ORD), a public repository of structured organic reaction records. Task: describe an organic reaction: reactants, conditions, products, and yield Starting materials: O=C([O-])[O-], CC(=O)OC(C)=O, N#Cc1cc(N)cnc1Cl, [Na+], [Na+], O. Yields the product CC(=O)Nc1cnc(Cl)c(C#N)c1. Reaction SMILES: [C:18](=[O:19])([O-:20])[O-:21].[CH3:11][C:12](=[O:13])[O:14][C:15](=[O:16])[CH3:17].[NH2:1][c:2]1[cH:3][n:4][c:5]([Cl:10])[c:6]([C:7]#[N:8])[cH:9]1.[Na+:22].[Na+:23].[OH2:24]>>[NH:1]([c:2]1[cH:3][n:4][c:5]([Cl:10])[c:6]([C:7]#[N:8])[cH:9]1)[C:12]([CH3:11])=[O:13]. Reactants: BrCCBr, CC(C)=O, CCOC(C)=O, [K+], [K+], O=C([O-])[O-], O=Cc1ccc(O)cc1. The product is O=Cc1ccc(OCCBr)cc1. RXN SMILES: [Br:1][CH2:2][CH2:3][Br:4].[CH3:20][C:21](=[O:22])[CH3:23].[CH3:24][CH2:25][O:26][C:27](=[O:28])[CH3:29].[K+:14].[K+:15].[O-:16][C:17]([O-:18])=[O:19].[OH:5][c:6]1[cH:7][cH:8][c:9]([CH:10]=[O:11])[cH:12][cH:13]1>>[Br:1][CH2:2][CH2:3][O:5][c:6]1[cH:7][cH:8][c:9]([CH:10]=[O:11])[cH:12][cH:13]1.